From a dataset of the Open Reaction Database (ORD), a public repository of structured organic reaction records. describe an organic reaction: reactants, conditions, products, and yield The reactants are O=C([O-])[O-], CCOC(=O)CC1OC(c2ccc(OCC)cc2OC)c2cc(Cl)ccc2N(CC(C)(C)C)C1=O, CO, [K+], [K+], C1CCOC1, O. Yields the product CCOc1ccc(C2OC(CC(=O)O)C(=O)N(CC(C)(C)C)c3ccc(Cl)cc32)c(OC)c1. RXN SMILES: [C:36](=[O:37])([O-:38])[O-:39].[CH2:1]([CH3:2])[O:3][c:4]1[cH:5][c:6]([O:34][CH3:35])[c:7]([CH:10]2[O:11][CH:12]([CH2:28][C:29](=[O:30])[O:31][CH2:32][CH3:33])[C:13](=[O:27])[N:14]([CH2:22][C:23]([CH3:24])([CH3:25])[CH3:26])[c:15]3[c:16]2[cH:17][c:18]([Cl:21])[cH:19][cH:20]3)[cH:8][cH:9]1.[CH3:42][OH:43].[K+:40].[K+:41].[O:44]1[CH2:45][CH2:46][CH2:47][CH2:48]1.[OH2:49]>>[CH2:1]([CH3:2])[O:3][c:4]1[cH:5][c:6]([O:34][CH3:35])[c:7]([CH:10]2[O:11][CH:12]([CH2:28][C:29](=[O:30])[OH:31])[C:13](=[O:27])[N:14]([CH2:22][C:23]([CH3:24])([CH3:25])[CH3:26])[c:15]3[c:16]2[cH:17][c:18]([Cl:21])[cH:19][cH:20]3)[cH:8][cH:9]1. The solvent is C1CCOC1 (THF). Run at time 24 hour. RXN SMILES: [OH:1]OS([O-])=O.[K+].[Cl:7][C:8]1[C:12]([S:13][CH2:14][CH2:15][CH2:16][CH3:17])=[N:11][S:10][N:9]=1.[OH2:18]>C1COCC1>[Cl:7][C:8]1[C:12]([S:13]([CH2:14][CH2:15][CH2:16][CH3:17])(=[O:1])=[O:18])=[N:11][S:10][N:9]=1 |f:0.1|. Procedure: A solution of Oxone™ (12 g, 0.0195 mol) in H2O (60 mL) was vigorous stirred as 3-chloro-4-butylthio-1,2,5-thiadiazole (2.1 g, 0.01 mol) in THF (30 mL) was added dropwise. After 24 h, the THF was evaporated and the residue extracted with ether (3×). Extracts were washed with H2O, dried, and solvent evaporated to give a clear liquid. Radial chromatography eluting with 30% EtOAc/hexane gave a colorless liquid (2.3 g). (Compound 2). Product: ClC1=NSN=C1S(=O)(=O)CCCC (3-Chloro-4-butylsulfonyl-1,2,5-thiadiazole). Starting materials: OOS(=O)[O-].[K+] (Oxone), ClC1=NSN=C1SCCCC (3-chloro-4-butylthio-1,2,5-thiadiazole), O (H2O). Reactants: C1CCOC1 (THF), CC=1C(=NOC1C(F)(F)F)C1=CC=C(S1)C(=O)O (5-(4-Methyl-5-trifluoromethyl-isoxazol-3-yl)-thiophene-2-carboxylic acid), Cl.O[C@H]1CNCCC1 ((R)-(+)-3-hydroxypiperidine hydrochloride), piperidinyl hydrochloride salt, acid chloride, N1CCCCC1 (piperidine). The solvent is C(C)N(CC)CC (triethylamine). Yields the product O[C@H]1CN(CCC1)C(=O)C=1SC(=CC1)C1=NOC(=C1C)C(F)(F)F (((R)-3-Hydroxy-piperidin-1-yl)-[5-(4-methyl-5-trifluoromethyl-isoxazol-3-yl)-thiophen-2-yl]-methanone). Isolated yield 45.0%. Reaction SMILES: [CH3:1][C:2]1[C:3]([C:11]2[S:15][C:14]([C:16]([OH:18])=O)=[CH:13][CH:12]=2)=[N:4][O:5][C:6]=1[C:7]([F:10])([F:9])[F:8].Cl.[OH:20][C@@H:21]1[CH2:26][CH2:25][CH2:24][NH:23][CH2:22]1.C1COCC1.N1CCCCC1>C(N(CC)CC)C>[OH:20][C@@H:21]1[CH2:26][CH2:25][CH2:24][N:23]([C:16]([C:14]2[S:15][C:11]([C:3]3[C:2]([CH3:1])=[C:6]([C:7]([F:8])([F:9])[F:10])[O:5][N:4]=3)=[CH:12][CH:13]=2)=[O:18])[CH2:22]1 |f:1.2|. Procedure details: Prepared from 5-(4-Methyl-5-trifluoromethyl-isoxazol-3-yl)-thiophene-2-carboxylic acid and (R)-(+)-3-hydroxypiperidine hydrochloride by the method described in Example 2 Method B reversing the order of addition such that solid acid chloride was added to a THF solution of triethylamine (containing and additional 1.1 eq. to neutralize the piperidinyl hydrochloride salt) and piperidine derivative. The reaction mixture was evaporated to an oil and partitioned between EtOAc (5 mL) and water (5 mL). T... Starting materials: CCNc1cc(C)nc(SC)n1, CO, ClI. Yields the product CCNc1nc(SC)nc(C)c1I. RXN SMILES: [CH2:1]([CH3:2])[NH:3][c:4]1[n:5][c:6]([S:11][CH3:12])[n:7][c:8]([CH3:10])[cH:9]1.[CH3:15][OH:16].[I:13][Cl:14]>>[CH2:1]([CH3:2])[NH:3][c:4]1[n:5][c:6]([S:11][CH3:12])[n:7][c:8]([CH3:10])[c:9]1[I:13]. The reactants are C(C)(=O)OCC (Ethyl acetate), BrC=1C(=NN(C1C)C)C (4-bromo-1,3,5-trimethyl-1H-pyrazole), C(C)(C)OB1OC(C(O1)(C)C)(C)C (2-isopropoxy-4,4,5,5-tetramethyl-[1,3,2]dioxaborolane), C(CCC)[Li] (n-butyl lithium). Yields the product CN1N=C(C(=C1C)B1OC(C(O1)(C)C)(C)C)C (1,3,5-Trimethyl-4-(4,4,5,5-tetramethyl-[1,3,2]dioxaborolan-2-yl)-1H-pyrazole). RXN SMILES: Br[C:2]1[C:3]([CH3:9])=[N:4][N:5]([CH3:8])[C:6]=1[CH3:7].C([Li])CCC.C(O[B:19]1[O:23][C:22]([CH3:25])([CH3:24])[C:21]([CH3:27])([CH3:26])[O:20]1)(C)C.C(OCC)(=O)C>C1COCC1>[CH3:8][N:5]1[C:6]([CH3:7])=[C:2]([B:19]2[O:23][C:22]([CH3:25])([CH3:24])[C:21]([CH3:27])([CH3:26])[O:20]2)[C:3]([CH3:9])=[N:4]1. Procedure details: A solution of 4-bromo-1,3,5-trimethyl-1H-pyrazole (1 g, 5.3 mmol) in anhydrous THF (20 mL) cooled to −78° C. under a nitrogen atmosphere was treated dropwise with n-butyl lithium (4.2 mL, 1.6 M in hexane) and stirred at room temperature for 20 minutes. Then, 2-isopropoxy-4,4,5,5-tetramethyl-[1,3,2]dioxaborolane (1.7 mL, 8.3 mmol) was added dropwise at −78° C. and allowed to warm to ambient temperature overnight. Ethyl acetate was added and the mixture was filtered through diatomaceous earth. The... Run in C1CCOC1 (THF). Reaction conditions: time 20 minute. Yield: 79.6%. Starting materials: BrCC(=O)OCC (Ethyl bromoacetate), C([O-])([O-])=O.[K+].[K+] (potassium carbonate), BrCC(=O)OCC (Ethyl bromoacetate), C1(=CC=CC=C1)O (phenol), C([O-])([O-])=O.[K+].[K+] (potassium carbonate), BrCC(=O)OCC (ethyl bromoacetate), C(C)(C)(C)OC(=O)N1C(C2=C(CC1)N=CS2)C2=C(C=CC(=C2)F)OCC=C ((±)-4-(2-allyloxy-5-fluoro-phenyl)-6,7-dihydro-4H-thiazolo[5,4-c]pyridine-5-carboxylic acid tert-butyl ester), CN1C(=O)N(C(=O)CC1=O)C (1,3-dimethylbarbituric acid). The reagents and catalysts are [Pd].C1(=CC=CC=C1)P(C1=CC=CC=C1)C1=CC=CC=C1.C1(=CC=CC=C1)P(C1=CC=CC=C1)C1=CC=CC=C1.C1(=CC=CC=C1)P(C1=CC=CC=C1)C1=CC=CC=C1.C1(=CC=CC=C1)P(C1=CC=CC=C1)C1=CC=CC=C1 (tetrakis(triphenylphosphine) palladium (0)). The solvent is CN(C)C=O (DMF), CO (MeOH), CCOC(=O)C (AcOEt), O (water). Run at time 18 hour. Yields the product C(C)(C)(C)OC(=O)N1C(C2=C(CC1)N=CS2)C2=C(C=CC(=C2)F)OCC(=O)OCC ((±)-4-(2-Ethoxycarbonylmethoxy-5-fluoro-phenyl)-6,7-dihydro-4H-thiazolo[5,4-c]pyridine-5-carboxylic acid tert-butyl ester). Reaction SMILES: [C:1]([O:5][C:6]([N:8]1[CH2:13][CH2:12][C:11]2[N:14]=[CH:15][S:16][C:10]=2[CH:9]1[C:17]1[CH:22]=[C:21]([F:23])[CH:20]=[CH:19][C:18]=1[O:24][CH2:25]C=C)=[O:7])([CH3:4])([CH3:3])[CH3:2].CN1C(=O)CC(=O)N(C)C1=O.C1(O)C=CC=CC=1.C(=O)([O-])[O-].[K+].[K+].BrC[C:54]([O:56][CH2:57][CH3:58])=[O:55]>CO.CN(C=O)C.CCOC(C)=O.O.[Pd].C1(P(C2C=CC=CC=2)C2C=CC=CC=2)C=CC=CC=1.C1(P(C2C=CC=CC=2)C2C=CC=CC=2)C=CC=CC=1.C1(P(C2C=CC=CC=2)C2C=CC=CC=2)C=CC=CC=1.C1(P(C2C=CC=CC=2)C2C=CC=CC=2)C=CC=CC=1>[C:1]([O:5][C:6]([N:8]1[CH2:13][CH2:12][C:11]2[N:14]=[CH:15][S:16][C:10]=2[CH:9]1[C:17]1[CH:22]=[C:21]([F:23])[CH:20]=[CH:19][C:18]=1[O:24][CH2:25][C:54]([O:56][CH2:57][CH3:58])=[O:55])=[O:7])([CH3:2])([CH3:4])[CH3:3] |f:3.4.5,11.12.13.14.15|. Procedure details: A mixture under N2 of (±)-4-(2-allyloxy-5-fluoro-phenyl)-6,7-dihydro-4H-thiazolo[5,4-c]pyridine-5-carboxylic acid tert-butyl ester (261 mg, 0.61 mmol, 1.00 eq.), 1,3-dimethylbarbituric acid (191 mg, 1.21 mmol, 2.00 eq.) and tetrakis(triphenylphosphine) palladium (0) (35 mg, 30 μmol, 0.05 eq.) in MeOH (12 mL) was stirred at r.t. for 18 hours. The mixture was partitioned between AcOEt (55 mL) and water (55 mL). The layers were separated and the aq. phase was extracted with AcOEt (2×55 mL). The com...